This data is from the Open Reaction Database (ORD), a public repository of structured organic reaction records. The task is: describe an organic reaction: reactants, conditions, products, and yield The reactants are CC(=O)[O-], CC(=O)[O-], C[O-], CSCCC(N)C(=O)O, CO, [Na+], O, O, [Zn+2]. The product is CSCCC(N)C(=O)O, [Zn]. RXN SMILES: [C:15]([O-:16])(=[O:17])[CH3:18].[C:20]([O-:21])(=[O:22])[CH3:23].[CH3:10][O-:11].[CH3:1][S:2][CH2:3][CH2:4][CH:5]([NH2:6])[C:7]([OH:8])=[O:9].[CH3:24][OH:25].[Na+:12].[OH2:13].[OH2:14].[Zn+2:19]>>[CH3:1][S:2][CH2:3][CH2:4][CH:5]([NH2:6])[C:7](=[O:8])[OH:9].[Zn:19]. Starting materials: COC1=CC=C(C=C1)B(O)O (4-methoxyphenylboronic acid), N1(C=NC=C1)CC=1C=CC(=NC1)Br (5-Imidazol-1-ylmethyl-2-bromopyridine). Product: N1(C=NC=C1)CC=1C=CC(=NC1)C1=CC=C(C=C1)OC (5-Imidazol-1-ylmethyl-2-(4-methoxy-phenyl)pyridine). RXN SMILES: [CH3:1][O:2][C:3]1[CH:8]=[CH:7][C:6](B(O)O)=[CH:5][CH:4]=1.[N:12]1([CH2:17][C:18]2[CH:19]=[CH:20][C:21](Br)=[N:22][CH:23]=2)[CH:16]=[CH:15][N:14]=[CH:13]1>>[N:12]1([CH2:17][C:18]2[CH:19]=[CH:20][C:21]([C:6]3[CH:7]=[CH:8][C:3]([O:2][CH3:1])=[CH:4][CH:5]=3)=[N:22][CH:23]=2)[CH:16]=[CH:15][N:14]=[CH:13]1. Procedure: Synthesized using 4-methoxyphenylboronic acid (380 mg, 3.35 mmol) and 1a (400 mg, 1.68 mmol) according to Method C. Yellow solid. Yield: 400 mg, 1.51 mmol, 90%. 1H NMR (CDCl3, 500 MHz): δH (ppm)=3.86 (s, 3H), 5.16 (s, 2H), 6.92 (t, J=1.3 Hz, 1H), 6.99 (d, J=9.1 Hz, 2H), 7.11 (s, 1H), 7.46 (dd, J=8.2, 2.5 Hz, 1H), 7.59 (s, 1H), 7.66 (d, J=8.2 Hz, 1H), 7.94 (d, J=9.1 Hz, 2H), 8.54 (d, J=2.5 Hz, 1H); 13C NMR (CDCl3, 125 MHz): δC (ppm)=48.1, 55.4, 114.2, 119.0, 119.8, 128.2, 129.2, 130.3, 131.2, 135... Starting materials: C(C)(C)(C)OC(=O)[C@]1([C@@H]2[C@H]([C@@H]2[C@@H](C1)Br)C(=O)OC(C)(C)C)NC(=O)OC(C)(C)C (ditert-butyl(1R,2S,4R,5R,6R)-4-bromo-2-(tert-butoxycarbonylamino)bicyclo[3.1.0]hexane-2,6-dicarboxylate), N1N=C(N=C1)S (1H-1,2,4-triazole-3-thiol), C([O-])([O-])=O.[K+].[K+] (potassium carbonate). The solvent is CN(C=O)C (dimethylformamide), C(C)(=O)OCC (ethyl acetate). Reaction conditions: temperature 80 celsius, time 8 hour. Yields the product C(C)(C)(C)OC(=O)[C@]1([C@@H]2[C@H]([C@@H]2[C@H](C1)SC1=NNC=N1)C(=O)OC(C)(C)C)NC(=O)OC(C)(C)C (Ditert-butyl(1R,2S,4S,5R,6R)-2-(tert-butoxycarbonylamino)-4-(1H-1,2,4-triazol-3-ylsulfanyl)bicyclo[3.1.0]hexane-2,6-dicarboxylate). The yield is 78.6%. Reaction SMILES: [C:1]([O:5][C:6]([C@:8]1([NH:22][C:23]([O:25][C:26]([CH3:29])([CH3:28])[CH3:27])=[O:24])[CH2:13][C@@H:12](Br)[C@@H:11]2[C@H:9]1[C@H:10]2[C:15]([O:17][C:18]([CH3:21])([CH3:20])[CH3:19])=[O:16])=[O:7])([CH3:4])([CH3:3])[CH3:2].[NH:30]1[CH:34]=[N:33][C:32]([SH:35])=[N:31]1.C(=O)([O-])[O-].[K+].[K+]>CN(C)C=O.C(OCC)(=O)C>[C:1]([O:5][C:6]([C@:8]1([NH:22][C:23]([O:25][C:26]([CH3:29])([CH3:28])[CH3:27])=[O:24])[CH2:13][C@H:12]([S:35][C:32]2[N:33]=[CH:34][NH:30][N:31]=2)[C@@H:11]2[C@H:9]1[C@H:10]2[C:15]([O:17][C:18]([CH3:21])([CH3:20])[CH3:19])=[O:16])=[O:7])([CH3:4])([CH3:3])[CH3:2] |f:2.3.4|. Procedure details: Add to a solution of ditert-butyl(1R,2S,4R,5R,6R)-4-bromo-2-(tert-butoxycarbonylamino)bicyclo[3.1.0]hexane-2,6-dicarboxylate (2 g, 4.20 mmol) in dimethylformamide (10 mL), 1H-1,2,4-triazole-3-thiol (525 mg, 5.04 mmol) and potassium carbonate (1.16 g, 8.4 mmol). Stir the mixture at 80° C. overnight. Cool to room temperature and dilute with ethyl acetate, wash with 10% citric acid and brine, dry over anhydrous sodium sulfate, filter and concentrate to dryness. Purify by silica gel chromatography (... Reactants: CC(C)NC(C)C, O=C(Cl)Oc1ccc(Oc2ccc(C(F)(F)F)cn2)cc1, Cl, c1ccc2c(c1)nnn2C1CCNCC1. Yields the product O=C(Oc1ccc(Oc2ccc(C(F)(F)F)cn2)cc1)N1CCC(n2nnc3ccccc32)CC1. RXN SMILES: [CH:38]([NH:39][CH:40]([CH3:41])[CH3:42])([CH3:43])[CH3:44].[Cl:1][C:2](=[O:3])[O:4][c:5]1[cH:6][cH:7][c:8]([O:11][c:12]2[n:13][cH:14][c:15]([C:18]([F:19])([F:20])[F:21])[cH:16][cH:17]2)[cH:9][cH:10]1.[ClH:37].[NH:22]1[CH2:23][CH2:24][CH:25]([n:28]2[n:29][n:30][c:31]3[c:32]2[cH:33][cH:34][cH:35][cH:36]3)[CH2:26][CH2:27]1>>[C:2](=[O:3])([O:4][c:5]1[cH:6][cH:7][c:8]([O:11][c:12]2[n:13][cH:14][c:15]([C:18]([F:19])([F:20])[F:21])[cH:16][cH:17]2)[cH:9][cH:10]1)[N:22]1[CH2:23][CH2:24][CH:25]([n:28]2[n:29][n:30][c:31]3[c:32]2[cH:33][cH:34][cH:35][cH:36]3)[CH2:26][CH2:27]1. The reactants are F[B-](F)(F)F, CCN(C(C)C)C(C)C, C1CCOC1, CN1CCC(NS(=O)(=O)N2CCNCC2)CC1, CCOC(C)=O, Nc1c(Cl)cc(CC(CC(=O)N2CCC(N3CCc4ccccc4NC3=O)CC2)C(=O)O)cc1C(F)(F)F, CN(C)C=O, CN(C)C(On1nnc2ccccc21)=[N+](C)C. Yields the product CN1CCC(NS(=O)(=O)N2CCN(C(=O)C(CC(=O)N3CCC(N4CCc5ccccc5NC4=O)CC3)Cc3cc(Cl)c(N)c(C(F)(F)F)c3)CC2)CC1. As a reaction SMILES: [B-:39]([F:40])([F:41])([F:42])[F:43].[CH2:61]([N:62]([CH:63]([CH3:64])[CH3:65])[CH:66]([CH3:67])[CH3:68])[CH3:69].[CH2:87]1[O:88][CH2:89][CH2:90][CH2:91]1.[CH3:70][N:71]1[CH2:72][CH2:73][CH:74]([NH:77][S:78](=[O:79])(=[O:80])[N:81]2[CH2:82][CH2:83][NH:84][CH2:85][CH2:86]2)[CH2:75][CH2:76]1.[CH3:92][CH2:93][O:94][C:95]([CH3:96])=[O:97].[NH2:1][c:2]1[c:3]([Cl:38])[cH:4][c:5]([CH2:6][CH:7]([C:8](=[O:9])[OH:10])[CH2:11][C:12]([N:13]2[CH2:14][CH2:15][CH:16]([N:19]3[C:20](=[O:30])[NH:21][c:22]4[c:23]([cH:26][cH:27][cH:28][cH:29]4)[CH2:24][CH2:25]3)[CH2:17][CH2:18]2)=[O:31])[cH:32][c:33]1[C:34]([F:35])([F:36])[F:37].[O:98]=[CH:99][N:100]([CH3:101])[CH3:102].[n:44]1([O:45][C:46]([N:47]([CH3:48])[CH3:49])=[N+:50]([CH3:51])[CH3:52])[c:53]2[cH:54][cH:55][cH:56][cH:57][c:58]2[n:59][n:60]1>>[NH2:1][c:2]1[c:3]([Cl:38])[cH:4][c:5]([CH2:6][CH:7]([C:8](=[O:9])[N:84]2[CH2:83][CH2:82][N:81]([S:78]([NH:77][CH:74]3[CH2:73][CH2:72][N:71]([CH3:70])[CH2:76][CH2:75]3)(=[O:79])=[O:80])[CH2:86][CH2:85]2)[CH2:11][C:12]([N:13]2[CH2:14][CH2:15][CH:16]([N:19]3[C:20](=[O:30])[NH:21][c:22]4[c:23]([cH:26][cH:27][cH:28][cH:29]4)[CH2:24][CH2:25]3)[CH2:17][CH2:18]2)=[O:31])[cH:32][c:33]1[C:34]([F:35])([F:36])[F:37]. Starting materials: BrC=1C=C(C(=NC1)Cl)C1(COCC(N1)=O)CF (5-(5-bromo-2-chloro-pyridin-3-yl)-5-fluoromethyl-morpholin-3-one), C(C1=CC=CC=C1)(C1=CC=CC=C1)=N (benzophenone imine), C(=O)([O-])[O-].[Cs+].[Cs+] (Cs2CO3), CC1(C2=C(C(=CC=C2)P(C3=CC=CC=C3)C4=CC=CC=C4)OC5=C(C=CC=C51)P(C6=CC=CC=C6)C7=CC=CC=C7)C (Xantphos). The reagents and catalysts are C=1C=CC(=CC1)/C=C/C(=O)/C=C/C2=CC=CC=C2.C=1C=CC(=CC1)/C=C/C(=O)/C=C/C2=CC=CC=C2.C=1C=CC(=CC1)/C=C/C(=O)/C=C/C2=CC=CC=C2.[Pd].[Pd] (Pd2(dba)3). The solvent is C1(=CC=CC=C1)C (toluene), O1CCOCC1 (dioxane). Conditions: temperature 100 celsius. Yields the product C(C1=CC=CC=C1)(C1=CC=CC=C1)=NC=1C=C(C(=NC1)Cl)C1(COCC(N1)=O)CF (5-[5-(Benzhydrylidene-amino)-2-chloro-pyridin-3-yl)-5-fluoromethyl-morpholin-3-one). RXN SMILES: Br[C:2]1[CH:3]=[C:4]([C:9]2([CH2:16][F:17])[NH:14][C:13](=[O:15])[CH2:12][O:11][CH2:10]2)[C:5]([Cl:8])=[N:6][CH:7]=1.[C:18](=[NH:31])([C:25]1[CH:30]=[CH:29][CH:28]=[CH:27][CH:26]=1)[C:19]1[CH:24]=[CH:23][CH:22]=[CH:21][CH:20]=1.C([O-])([O-])=O.[Cs+].[Cs+].CC1(C)C2C(=C(P(C3C=CC=CC=3)C3C=CC=CC=3)C=CC=2)OC2C(P(C3C=CC=CC=3)C3C=CC=CC=3)=CC=CC1=2>C1(C)C=CC=CC=1.O1CCOCC1.C1C=CC(/C=C/C(/C=C/C2C=CC=CC=2)=O)=CC=1.C1C=CC(/C=C/C(/C=C/C2C=CC=CC=2)=O)=CC=1.C1C=CC(/C=C/C(/C=C/C2C=CC=CC=2)=O)=CC=1.[Pd].[Pd]>[C:18](=[N:31][C:2]1[CH:3]=[C:4]([C:9]2([CH2:16][F:17])[NH:14][C:13](=[O:15])[CH2:12][O:11][CH2:10]2)[C:5]([Cl:8])=[N:6][CH:7]=1)([C:25]1[CH:26]=[CH:27][CH:28]=[CH:29][CH:30]=1)[C:19]1[CH:24]=[CH:23][CH:22]=[CH:21][CH:20]=1 |f:2.3.4,8.9.10.11.12|. Reported procedure: To a solution of 5-(5-bromo-2-chloro-pyridin-3-yl)-5-fluoromethyl-morpholin-3-one (199 mg, 0.615 mmol), benzophenone imine (86 mg, 0.473) and Cs2CO3 (620 mg, 1.89 mmol) in toluene (4.6 ml) and dioxane (4.6 ml) was added Pd2(dba)3 (22 mg, 0.024 mmol) and Xantphos (41 mg, 0.071 mmol) and the mixture was purged with nitrogen, the reaction mixture was heated to 100° C. for 4 h. After cooling to 0° C. water was added and the mixture was extracted with EtOAc, the combined organic layers were washed wi... Yields the product CCOP(=O)(CCCCn1c(=O)c2c(ncn2CCC(C)C)n(C)c1=O)OCC. The reactants are CC(C)CCn1cnc2c1c(=O)[nH]c(=O)n2C, CCOP(=O)(CCCCCl)OCC. Reaction SMILES: [CH3:1][CH:2]([CH2:3][CH2:4][n:5]1[cH:6][n:7][c:8]2[n:9]([CH3:16])[c:10](=[O:15])[nH:11][c:12](=[O:14])[c:13]12)[CH3:17].[Cl:18][CH2:19][CH2:20][CH2:21][CH2:22][P:23]([O:24][CH2:25][CH3:26])(=[O:27])[O:28][CH2:29][CH3:30]>>[CH3:1][CH:2]([CH2:3][CH2:4][n:5]1[cH:6][n:7][c:8]2[n:9]([CH3:16])[c:10](=[O:15])[n:11]([CH2:19][CH2:20][CH2:21][CH2:22][P:23]([O:24][CH2:25][CH3:26])(=[O:27])[O:28][CH2:29][CH3:30])[c:12](=[O:14])[c:13]12)[CH3:17]. Starting materials: CC1=CC=C(C=C1)N2C(=C(C3=C2C(=C(C=C3)O)C(C)C)[N+](=O)[O-])/C=C/N(C)C (ID-1), S(=O)(=O)(O)C1=C(C(=O)OC(C2=C(C=CC=C2)S(=O)(=O)O)=O)C=CC=C1 (sulphobenzoic anhydride), N1=CC=CC=C1 (pyridine). The solvent is C1(=CC=CC=C1)C (toluene), [OH-].[Na+] (NaOH), C1(=CC=CC=C1)C (toluene), CO (methanol). Yields the product CC1=C(C2=C(N1C3=CC=C(C=C3)OC)C=C(C=C2)O)[N+](=O)[O-] (ID-8). The yield is 54.0%. Reaction SMILES: C[C:2]1[CH:7]=[CH:6][C:5]([N:8]2[C:12]3[C:13](C(C)C)=[C:14]([OH:17])[CH:15]=[CH:16][C:11]=3[C:10]([N+:21]([O-:23])=[O:22])=[C:9]2/[CH:24]=C/N(C)C)=[CH:4][CH:3]=1.S(C1C=CC=CC=1[C:35](OC(=O)C1C=CC=CC=1S(O)(=O)=O)=[O:36])(O)(=O)=O.N1C=CC=CC=1>C1(C)C=CC=CC=1.[OH-].[Na+].CO>[CH3:24][C:9]1[N:8]([C:5]2[CH:6]=[CH:7][C:2]([O:36][CH3:35])=[CH:3][CH:4]=2)[C:12]2[CH:13]=[C:14]([OH:17])[CH:15]=[CH:16][C:11]=2[C:10]=1[N+:21]([O-:23])=[O:22] |f:4.5|. Procedure details: 23.6 g of ID-1 were refluxed together with 20.2 g of sulphobenzoic anhydride and 9 ml of pyridine in 200 ml of toluene. The oil formed was taken up in 300 ml of NaOH 1N and again heated to reflux with 200 ml of toluene. After elimination of the solvents by evaporation the precipitate formed was taken up in 500 ml of methanol. The precipitate, a lightly yellow powder, dissolved but recrystallized immediately. The yield was 54%.